From a dataset of the Open Reaction Database (ORD), a public repository of structured organic reaction records. describe an organic reaction: reactants, conditions, products, and yield The reactants are CC(C#N)(COc1cc(F)c(F)cc1Br)NC(=O)c1ccc(OC(F)(F)F)cc1, O=C([O-])O, Cc1ccccc1, [Na+], OB(O)c1ccsc1. Yields the product CC(C#N)(COc1cc(F)c(F)cc1-c1ccsc1)NC(=O)c1ccc(OC(F)(F)F)cc1. RXN SMILES: [C:1](#[N:2])[C:3]([CH2:4][O:5][c:6]1[c:7]([Br:14])[cH:8][c:9]([F:13])[c:10]([F:12])[cH:11]1)([CH3:15])[NH:16][C:17]([c:18]1[cH:19][cH:20][c:21]([O:24][C:25]([F:26])([F:27])[F:28])[cH:22][cH:23]1)=[O:29].[C:38](=[O:39])([OH:40])[O-:41].[CH3:43][c:44]1[cH:45][cH:46][cH:47][cH:48][cH:49]1.[Na+:42].[s:30]1[cH:31][c:32]([B:35]([OH:36])[OH:37])[cH:33][cH:34]1>>[C:1](#[N:2])[C:3]([CH2:4][O:5][c:6]1[c:7](-[c:32]2[cH:31][s:30][cH:34][cH:33]2)[cH:8][c:9]([F:13])[c:10]([F:12])[cH:11]1)([CH3:15])[NH:16][C:17]([c:18]1[cH:19][cH:20][c:21]([O:24][C:25]([F:26])([F:27])[F:28])[cH:22][cH:23]1)=[O:29]. As a reaction SMILES: [CH3:18][c:19]1[cH:20][cH:21][cH:22][cH:23][c:24]1[OH:25].[CH3:1][O:2][N:3]=[C:4]([C:5](=[O:6])[O:7][CH3:8])[c:9]1[c:10]([CH2:16][Br:17])[cH:11][cH:12][cH:13][c:14]1[CH3:15]>>[CH3:1][O:2][N:3]=[C:4]([C:5](=[O:6])[O:7][CH3:8])[c:9]1[c:10]([CH2:16][O:25][c:24]2[c:19]([CH3:18])[cH:20][cH:21][cH:22][cH:23]2)[cH:11][cH:12][cH:13][c:14]1[CH3:15]. Yields the product CON=C(C(=O)OC)c1c(C)cccc1COc1ccccc1C. Reactants: Cc1ccccc1O, CON=C(C(=O)OC)c1c(C)cccc1CBr. Reactants: ClC1=C(C=CC=C1)C1=CC=C(C=C1)C(C(=O)OCC)O (ethyl 2'-chloro-4-biphenylylglycolate), [OH-].[K+] (potassium hydroxide). Solvent: C(C)(C)O (isopropanol). Yields the product ClC1=C(C=CC=C1)C1=CC=C(C=C1)C(C(=O)O)O (2'-chloro-4-biphenylylglycolic acid). RXN SMILES: [Cl:1][C:2]1[CH:7]=[CH:6][CH:5]=[CH:4][C:3]=1[C:8]1[CH:13]=[CH:12][C:11]([CH:14]([OH:20])[C:15]([O:17]CC)=[O:16])=[CH:10][CH:9]=1.[OH-].[K+]>C(O)(C)C>[Cl:1][C:2]1[CH:7]=[CH:6][CH:5]=[CH:4][C:3]=1[C:8]1[CH:13]=[CH:12][C:11]([CH:14]([OH:20])[C:15]([OH:17])=[O:16])=[CH:10][CH:9]=1 |f:1.2|. Procedure: To a solution of 0.144 moles of ethyl 2'-chloro-4-biphenylylglycolate dissolved in 220 ml. of isopropanol is added 38 g. (0.7 mole) of potassium hydroxide. This mixture is then heated at reflux temperature in a nitrogen atmosphere. The solution is concentrated in vacuo to a viscous oil, which is then dissolved in 500 ml. of water and filtered. The filtrate is acidified with 10% HCl and the precipitate is taken up in ether. The ether layer is dried, filtered and the filtrate concentrated to dryne... Starting materials: FC=1C(=C(C=CC1)/C=C/C(=O)OC)N=P(C1=CC=CC=C1)(C1=CC=CC=C1)C1=CC=CC=C1 (Methyl (2E)-3-{3-fluoro-2-[(triphenylphosphoranyl idene)amino]phenyl}propenoate), N(=C=O)C1=C(C=CC(=C1)C(F)(F)F)OC (2-Isocyanato-1-methoxy-4-(trifluoromethyl)benzene). The solvent is ClCCl (dichloromethane). Yields the product FC=1C(=C(C=CC1)/C=C/C(=O)OC)N=C=NC1=C(C=CC(=C1)C(F)(F)F)OC (Methyl (2E)-3-{3-fluoro-2-[({[2-methoxy-5-(trifluoromethyl)phenyl]imino}methylene)amino]-phenyl}-2-propenoate). RXN SMILES: [F:1][C:2]1[C:3]([N:14]=P(C2C=CC=CC=2)(C2C=CC=CC=2)C2C=CC=CC=2)=[C:4](/[CH:8]=[CH:9]/[C:10]([O:12][CH3:13])=[O:11])[CH:5]=[CH:6][CH:7]=1.[N:34]([C:37]1[CH:42]=[C:41]([C:43]([F:46])([F:45])[F:44])[CH:40]=[CH:39][C:38]=1[O:47][CH3:48])=[C:35]=O>ClCCl>[F:1][C:2]1[C:3]([N:14]=[C:35]=[N:34][C:37]2[CH:42]=[C:41]([C:43]([F:44])([F:46])[F:45])[CH:40]=[CH:39][C:38]=2[O:47][CH3:48])=[C:4](/[CH:8]=[CH:9]/[C:10]([O:12][CH3:13])=[O:11])[CH:5]=[CH:6][CH:7]=1. Procedure details: 5.0 g (10.98 mmol) of methyl (2E)-3-{3-fluoro-2-[(triphenylphosphoranylidene)amino]phenyl}-2-propenoate (Example 10A) are initially charged in 50 ml of dichloromethane, and the mixture is stirred with 2.5 g (11.53 mmol) of 2-isocyanato-1-methoxy-4-(trifluoromethyl)benzene (Example 17A) at room temperature overnight. The solvent is removed by distillation and the product is then purified by chromatography on silica gel (isohexane/dichloromethane 2:1; 1:1) and recrystallized from isohexane. Yields the product BrC1=C(C(=O)NC=2C=C3CCCC3=CC2)C=C(C=C1)[N+](=O)[O-] (2-Bromo-N-indan-5-yl-5-nitro-benzamide). Reported procedure: 2-Bromo-N-indan-5-yl-5-nitro-benzamide is prepared similarly to the title E compound of Example 1 using the title A compound, 2-bromo-5-nitrobenzoyl chloride (1.07 g, 4.06 mmol) and 5-aminoindan (0.54 g, 4.06 mmol). 1H NMR (DMSO-d6, 300 MHz): δ 10.52 (1H, s), 8.34 (1H, d), 8.21 (1H, dd), 8.03 (1H, d), 7.60 (1H, s), 7.38 (1H, d), 7.19 (1H, d), 2.85 (4H, m), 2.02 (2H, m). As a reaction SMILES: C1(S(N[CH:11]2[CH2:19][C:18]3[C:13](=[CH:14][CH:15]=[C:16]([NH:20]C(C4C(C5C=CC(C(F)(F)F)=CC=5)=CC=CC=4)=O)[CH:17]=3)[CH2:12]2)(=O)=O)C=CC=CC=1.[Br:39][C:40]1[CH:48]=[CH:47][C:46]([N+:49]([O-:51])=[O:50])=[CH:45][C:41]=1[C:42](Cl)=[O:43].NC1C=C2C(=CC=1)CCC2>>[Br:39][C:40]1[CH:48]=[CH:47][C:46]([N+:49]([O-:51])=[O:50])=[CH:45][C:41]=1[C:42]([NH:20][C:16]1[CH:17]=[C:18]2[C:13](=[CH:14][CH:15]=1)[CH2:12][CH2:11][CH2:19]2)=[O:43]. Starting materials: C1(=CC=CC=C1)S(=O)(=O)NC1CC2=CC=C(C=C2C1)NC(=O)C=1C(=CC=CC1)C1=CC=C(C=C1)C(F)(F)F (4′-trifluoromethyl-biphenyl-2-carboxylic acid (2-benzenesulfonylamino-indan-5-yl)-amide), BrC1=C(C(=O)Cl)C=C(C=C1)[N+](=O)[O-] (2-bromo-5-nitrobenzoyl chloride), NC=1C=C2CCCC2=CC1 (5-aminoindan).